From a dataset of the Open Reaction Database (ORD), a public repository of structured organic reaction records. describe an organic reaction: reactants, conditions, products, and yield The reactants are CI (MeI), N1C=CC2=CC=CC(=C12)C(=O)N1CC(C(C1)C(F)(F)F)CN1CCC(CC1)C1=CC=C(C=C1)F (1-(7-indolecarbonyl)-3-(RS)-(4-(4-fluorophenyl)piperidinylmethyl)-4-(SR)-(trifluoromethyl)pyrrolidine), C1COCCOCCOCCOCCOCCO1 (18-Crown-6 ether), CC(C)(C)[O-].[K+] (KOt-Bu). The solvent is CCOCC (ether). Conditions: time 5 minute. The product is CN1C=CC2=CC=CC(=C12)C(=O)N1CC(C(C1)C(F)(F)F)CN1CCC(CC1)C1=CC=C(C=C1)F (1-(1-Methyl-7-indolecarbonyl)-3-(RS)-(4-(4-fluorophenyl)piperidinylmethyl)-4-(SR)-(trifluoromethyl)pyrrolidine). As a reaction SMILES: [NH:1]1[C:9]2[C:4](=[CH:5][CH:6]=[CH:7][C:8]=2[C:10]([N:12]2[CH2:16][CH:15]([C:17]([F:20])([F:19])[F:18])[CH:14]([CH2:21][N:22]3[CH2:27][CH2:26][CH:25]([C:28]4[CH:33]=[CH:32][C:31]([F:34])=[CH:30][CH:29]=4)[CH2:24][CH2:23]3)[CH2:13]2)=[O:11])[CH:3]=[CH:2]1.[CH2:35]1OCCOCCOCCOCCOCCOC1.CC([O-])(C)C.[K+].CI>CCOCC>[CH3:35][N:1]1[C:9]2[C:4](=[CH:5][CH:6]=[CH:7][C:8]=2[C:10]([N:12]2[CH2:16][CH:15]([C:17]([F:19])([F:20])[F:18])[CH:14]([CH2:21][N:22]3[CH2:23][CH2:24][CH:25]([C:28]4[CH:29]=[CH:30][C:31]([F:34])=[CH:32][CH:33]=4)[CH2:26][CH2:27]3)[CH2:13]2)=[O:11])[CH:3]=[CH:2]1 |f:2.3|. Reported procedure: To a solution of 0.033 g (0.07 mmol) of 1-(7-indolecarbonyl)-3-(RS)-(4-(4-fluorophenyl)piperidinylmethyl)-4-(SR)-(trifluoromethyl)pyrrolidine and 0.022 g (0.084 mmol) of 18-Crown-6 ether in 2 mL of ether at rt was added 0.084 mL of KOt-Bu (1M in t-BuOH). After stirring for 5 min, 0.006 mL (0.098 mmol) of MeI was added and the reaction was stirred for 1 h. The reaction mixture was concentrated and the residue was purified by chromatography (silica, acetone:hexanes, 1:3) to give the title compound... Starting materials: ClC1=CC=C(C=C1)C1=C(C(=NN1C1=C(C=C(C=C1)Cl)Cl)C(=O)O)C (5-(4-chloro-phenyl)-1-(2,4-dichloro-phenyl)-4-methyl-1H-pyrazole-3-carboxylic acid), C1(CC1)NC(C(=O)N)(C)C (2-cyclopropylamino-2-methyl-propionamide). Yields the product ClC1=CC=C(C=C1)C1=C(C(=NN1C1=C(C=C(C=C1)Cl)Cl)C=1N(C(C(N1)=O)(C)C)C1CC1)C (2-[5-(4-chloro-phenyl)-1-(2,4-dichloro-phenyl)-4-methyl-1H-pyrazol-3-yl]-1-cyclopropyl-5,5-dimethyl-1,5-dihydro-imidazol-4-one). RXN SMILES: [Cl:1][C:2]1[CH:7]=[CH:6][C:5]([C:8]2[N:12]([C:13]3[CH:18]=[CH:17][C:16]([Cl:19])=[CH:15][C:14]=3[Cl:20])[N:11]=[C:10]([C:21](O)=O)[C:9]=2[CH3:24])=[CH:4][CH:3]=1.[CH:25]1([NH:28][C:29]([CH3:34])([CH3:33])[C:30]([NH2:32])=[O:31])[CH2:27][CH2:26]1>>[Cl:1][C:2]1[CH:3]=[CH:4][C:5]([C:8]2[N:12]([C:13]3[CH:18]=[CH:17][C:16]([Cl:19])=[CH:15][C:14]=3[Cl:20])[N:11]=[C:10]([C:21]3[N:28]([CH:25]4[CH2:27][CH2:26]4)[C:29]([CH3:34])([CH3:33])[C:30](=[O:31])[N:32]=3)[C:9]=2[CH3:24])=[CH:6][CH:7]=1. Reported procedure: Compound 11 was synthesized from 4a (248 mg, 0.66 mmol) and 5f (148 mg, 1.05 mmol) as a white solid (122 mg, 38%) in a manner similar to that described in Example 36. 1H NMR (600 MHz, CDCl3) δ 7.42 (d, 1H), 7.28-7.26 (m, 3H), 7.21 (d, 1H), 7.07 (d, 2H), 2.91-2.89 (m, 1H), 2.29 (s, 3H), 1.49 (s, 6H), 0.88-0.86 (m, 2H), 0.76-0.73 (m, 2H); ESMS m/z: 487.0 (M+1). Reactants: CC(C)(C)c1cc2cc([N+](=O)[O-])cc(F)c2[nH]1, CO. The product is CC(C)(C)c1cc2cc(N)cc(F)c2[nH]1. As a reaction SMILES: [C:1]([CH3:2])([CH3:3])([CH3:4])[c:5]1[nH:6][c:7]2[c:8]([F:17])[cH:9][c:10]([N+:14]([O-:15])=[O:16])[cH:11][c:12]2[cH:13]1.[CH3:18][OH:19]>>[C:1]([CH3:2])([CH3:3])([CH3:4])[c:5]1[nH:6][c:7]2[c:8]([F:17])[cH:9][c:10]([NH2:14])[cH:11][c:12]2[cH:13]1. The reagents and catalysts are Cl(=O)(=O)(=O)O (perchloric acid). The product is C(C)(C)=C([C@@H](CCO)O)O ((R)-isopropylidenebutane-1,2,4-triol). The yield is 31.0%. Solvent: O (water). Reactants: C([C@@H](CCO)O)O ((R)-(+)-1,2,4-Butanetriol), C([O-])(O)=O.[Na+] (sodium bicarbonate), CC(=O)C (acetone). Reaction conditions: time 10 minute. Reaction SMILES: [CH2:1]([OH:7])[C@H:2]([OH:6])[CH2:3][CH2:4][OH:5].C(=O)(O)[O-].[Na+].[CH3:13][C:14]([CH3:16])=O>Cl(O)(=O)(=O)=O.O>[C:14](=[C:1]([OH:7])[C@H:2]([OH:6])[CH2:3][CH2:4][OH:5])([CH3:16])[CH3:13] |f:1.2|. Procedure: (R)-(+)-1,2,4-Butanetriol (0.7 g, 6.6 mmol), prepared as described in step a) above, was stirred for 1.5 h in acetone (50 ml) containing 3 drops of conc. perchloric acid, a satured solution of sodium bicarbonate in water (5 ml) was added and the stirring was continued for additional 10 min. The precipitate was filtered off and the filtrate evaporated under reduced pressure (2.7 kPa, 30° C.). The residue was taken up in ethyl acetate, washed with saturated aqueous sodium bicarbonate (5 ml) and br... The reactants are CCCCNc1c(C(=O)OCC)c(C)nc(N)c1[N+](=O)[O-], CC(=O)O, [Zn]. Product: CCCCNc1c(N)c(N)nc(C)c1C(=O)OCC. Reaction SMILES: [CH2:1]([CH3:2])[O:3][C:4]([c:5]1[c:6]([CH3:20])[n:7][c:8]([NH2:19])[c:9]([N+:16]([O-:17])=[O:18])[c:10]1[NH:11][CH2:12][CH2:13][CH2:14][CH3:15])=[O:21].[CH3:23][C:24](=[O:25])[OH:26].[Zn:22]>>[CH2:1]([CH3:2])[O:3][C:4]([c:5]1[c:6]([CH3:20])[n:7][c:8]([NH2:19])[c:9]([NH2:16])[c:10]1[NH:11][CH2:12][CH2:13][CH2:14][CH3:15])=[O:21]. The reactants are B, CSC, O=C(O)c1ccc(-c2ccc(F)cc2)cc1Cl, C1CCOC1. The product is OCc1ccc(-c2ccc(F)cc2)cc1Cl. As a reaction SMILES: [BH3:21].[CH3:18][S:19][CH3:20].[Cl:1][c:2]1[cH:3][c:4](-[c:11]2[cH:12][cH:13][c:14]([F:17])[cH:15][cH:16]2)[cH:5][cH:6][c:7]1[C:8](=[O:9])[OH:10].[O:22]1[CH2:23][CH2:24][CH2:25][CH2:26]1>>[Cl:1][c:2]1[cH:3][c:4](-[c:11]2[cH:12][cH:13][c:14]([F:17])[cH:15][cH:16]2)[cH:5][cH:6][c:7]1[CH2:8][OH:9]. Reactants: COC(=O)CBr, O=C([O-])[O-], Cc1ccc(S(=O)(=O)n2c(=O)[nH]c3c([N+](=O)[O-])cccc32)cc1, [K+], [K+], CN(C)C=O, O. Product: COC(=O)Cn1c(=O)n(S(=O)(=O)c2ccc(C)cc2)c2cccc([N+](=O)[O-])c21. Reaction SMILES: [Br:30][CH2:31][C:32](=[O:33])[O:34][CH3:35].[C:24](=[O:25])([O-:26])[O-:27].[CH3:1][c:2]1[cH:3][cH:4][c:5]([S:8](=[O:9])(=[O:10])[n:11]2[c:12](=[O:23])[nH:13][c:14]3[c:15]2[cH:16][cH:17][cH:18][c:19]3[N+:20](=[O:21])[O-:22])[cH:6][cH:7]1.[K+:28].[K+:29].[O:37]=[CH:38][N:39]([CH3:40])[CH3:41].[OH2:36]>>[CH3:1][c:2]1[cH:3][cH:4][c:5]([S:8](=[O:9])(=[O:10])[n:11]2[c:12](=[O:23])[n:13]([CH2:31][C:32](=[O:33])[O:34][CH3:35])[c:14]3[c:15]2[cH:16][cH:17][cH:18][c:19]3[N+:20](=[O:21])[O-:22])[cH:6][cH:7]1. Starting materials: O1N=C(C2=C1C=CC=C2)CS(=O)(=O)O (1,2-Benzisoxazole-3-methanesulfonic acid), C(C)#N (acetonitrile), P(=O)(Cl)(Cl)Cl (phosphorous oxychloride). Run in C(C)(=O)OCC (Ethyl acetate). Run at temperature 65 celsius. The product is C=1C=CC2=C(C1)C(=NO2)CS(=N)(=O)O (zonisamide). Reaction SMILES: [O:1]1[C:5]2[CH:6]=[CH:7][CH:8]=[CH:9][C:4]=2[C:3]([CH2:10][S:11]([OH:14])(=O)=[O:12])=[N:2]1.C(#[N:17])C.P(Cl)(Cl)(Cl)=O>C(OCC)(=O)C>[CH:8]1[CH:7]=[CH:6][C:5]2[O:1][N:2]=[C:3]([CH2:10][S:11]([OH:14])(=[O:12])=[NH:17])[C:4]=2[CH:9]=1. Procedure: 1,2-Benzisoxazole-3-methanesulfonic acid (1) (20.0 g, 93.8 mmol) was mixed with acetonitrile (60 mL) and heated to reflux. The clear solution was cooled to 65° C. and phosphorous oxychloride (5.7 mL; 62.3 mmol) was added. The mixture was heated to reflux for 10 hours and then cooled to room temperature. Ethyl acetate (100 mL) was added and the mixture was filtered through CELITE™, which was subsequently washed with ethyl acetate (40 mL). The filtrate was cooled in an ice bath and ammonia gas was... Starting materials: COCC#CC1=C(C=CC=C1)C(CC1=CC=CC=C1)=O (1-{2-[3-(Methyloxy)-1-propyn-1-yl]phenyl}-2-phenylethanone), C[Si](C)(C)[N-][Si](C)(C)C.[K+] (KHMDS). The solvent is C1(=CC=CC=C1)C (toluene), C1(=CC=CC=C1)C (toluene). Product: COCC=1C(=C(C2=CC=CC=C2C1)O)C1=CC=CC=C1 (3-[(Methyloxy)methyl]-2-phenyl-1-naphthalenol). The yield is 22.0%. Reaction SMILES: [CH3:1][O:2][CH2:3][C:4]#[C:5][C:6]1[CH:11]=[CH:10][CH:9]=[CH:8][C:7]=1[C:12](=[O:20])[CH2:13][C:14]1[CH:19]=[CH:18][CH:17]=[CH:16][CH:15]=1.C[Si]([N-][Si](C)(C)C)(C)C.[K+]>C1(C)C=CC=CC=1>[CH3:1][O:2][CH2:3][C:4]1[C:13]([C:14]2[CH:15]=[CH:16][CH:17]=[CH:18][CH:19]=2)=[C:12]([OH:20])[C:7]2[C:6]([CH:5]=1)=[CH:11][CH:10]=[CH:9][CH:8]=2 |f:1.2|. Reported procedure: A solution of 1-{2-[3-(methyloxy)-1-propyn-1-yl]phenyl}-2-phenylethanone (144) (0.21 g, 0.79 mmol) in toluene was treated with a KHMDS solution in toluene to give 46 mg (22%) of the title compound (145) as a light brown solid. 1H NMR (400 MHz, CDCl3): δ 3.28 (s, 3H), 4.26 (s, 2H), 5.29 (s, 1H), 7.36-7.42 (m, 2H), 7.44-7.58 (m, 6H), 7.80-7.85 (m, 1H), 8.18-8.24 (m, 1H). LCMS (ESI): m/z 265 (M+H)+, m/z 263 (M−H)−. Reactants: C(C)OC(=O)C=1C=C2CC(C(NC2=CC1)C1=CC(=C(C=C1)F)Br)(C)C (2-(3-bromo-4-fluoro-phenyl)-3,3-dimethyl-1,2,3,4-tetrahydro-quinoline-6-carboxylic acid ethyl ester), N1CCOCC1 (morpholine), N1[C@H](C(=O)O)CCC1 (L-proline), C([O-])([O-])=O.[K+].[K+] (potassium carbonate). Reagents/catalysts: [Cu]I (copper (I) iodide). The solvent is CS(=O)C (DMSO), C(C)(=O)OCC (ethyl acetate). Conditions: temperature 120 celsius. Product: C(C)OC(=O)C=1C=C2CC(C(NC2=CC1)C1=CC=C(C(=C1)N1CCOCC1)F)(C)C (2-(4-fluoro-5-morpholin-4-yl-phenyl)-3,3-dimethyl-1,2,3,4-tetrahydro-quinoline-6-carboxylic acid ethyl ester). Yield: 17.2%. Reaction SMILES: [CH2:1]([O:3][C:4]([C:6]1[CH:7]=[C:8]2[C:13](=[CH:14][CH:15]=1)[NH:12][CH:11]([C:16]1[CH:21]=[CH:20][C:19]([F:22])=[C:18](Br)[CH:17]=1)[C:10]([CH3:25])([CH3:24])[CH2:9]2)=[O:5])[CH3:2].[NH:26]1[CH2:31][CH2:30][O:29][CH2:28][CH2:27]1.N1CCC[C@H]1C(O)=O.C(=O)([O-])[O-].[K+].[K+]>CS(C)=O.[Cu]I.C(OCC)(=O)C>[CH2:1]([O:3][C:4]([C:6]1[CH:7]=[C:8]2[C:13](=[CH:14][CH:15]=1)[NH:12][CH:11]([C:16]1[CH:17]=[C:18]([N:26]3[CH2:31][CH2:30][O:29][CH2:28][CH2:27]3)[C:19]([F:22])=[CH:20][CH:21]=1)[C:10]([CH3:25])([CH3:24])[CH2:9]2)=[O:5])[CH3:2] |f:3.4.5|. Procedure details: A mixture of 2-(3-bromo-4-fluoro-phenyl)-3,3-dimethyl-1,2,3,4-tetrahydro-quinoline-6-carboxylic acid ethyl ester (0.63 g, 1.55 mmol), morpholine (1.35 g, 15.5 mmol), copper (I) iodide (0.18 g, 0.93 mmol), L-proline (89 mg, 0.78 mmol) and potassium carbonate (0.64, 4.65 mmol) in DMSO (3 mL) was heated for 4 hours at 120° C. After cooling to room temperature, the mixture was treated with ethyl acetate (50 mL) and washed with water (20 mL). The organic layer was dried over anhydrous sodium sulfate ...